describe an organic reaction: reactants, conditions, products, and yield From a dataset of the Open Reaction Database (ORD), a public repository of structured organic reaction records. Reported procedure: A solution of 5-(4-chloro-phenyl)-1-(3-methanesulfonyl-phenyl)-6-[4-(4,4,5,5-tetramethyl-[1,3,2]dioxaborolan-2-yl)-phenyl]-1,5-dihydro-pyrazolo[3,4-d]-pyrimidin-4-one (prepared as described in example 51, 0.500 g, 0.829 mmol) in N,N-dimethylformamide (30 mL) is degassed with argon for 0.5 h. Then 2-bromopyrimidine (0.197 g, 1.24 mmol), cesium carbonate (0.540 g, 1.66 mmol), Pd(dppf)2Cl2 (0.06 g, 0.082 mmol) is added and the resulted mixture is degassed with argon for 0.5 h. The reaction mixture ... The solvent is CN(C=O)C (N,N-dimethylformamide). Product: ClC1=CC=C(C=C1)N1C(=NC2=C(C1=O)C=NN2C2=CC(=CC=C2)S(=O)(=O)C)C2=CC=C(C=C2)C2=NC=CC=N2 (5-(4-chloro-phenyl)-1-(3-methanesulfonyl-phenyl)-6-(4-pyrimidin-2-yl-phenyl)-1,5-dihydro-pyrazolo[3,4-d]pyrimidin-4-one). Run at temperature 100 celsius. Reagents/catalysts: C1=CC=C(C=C1)P([C-]2C=CC=C2)C3=CC=CC=C3.C1=CC=C(C=C1)P([C-]2C=CC=C2)C3=CC=CC=C3.Cl[Pd]Cl.[Fe+2] (Pd(dppf)2Cl2). RXN SMILES: [Cl:1][C:2]1[CH:7]=[CH:6][C:5]([N:8]2[C:13](=[O:14])[C:12]3[CH:15]=[N:16][N:17]([C:18]4[CH:23]=[CH:22][CH:21]=[C:20]([S:24]([CH3:27])(=[O:26])=[O:25])[CH:19]=4)[C:11]=3[N:10]=[C:9]2[C:28]2[CH:33]=[CH:32][C:31](B3OC(C)(C)C(C)(C)O3)=[CH:30][CH:29]=2)=[CH:4][CH:3]=1.Br[C:44]1[N:49]=[CH:48][CH:47]=[CH:46][N:45]=1.C(=O)([O-])[O-].[Cs+].[Cs+]>CN(C)C=O.C1C=CC(P(C2C=CC=CC=2)[C-]2C=CC=C2)=CC=1.C1C=CC(P(C2C=CC=CC=2)[C-]2C=CC=C2)=CC=1.Cl[Pd]Cl.[Fe+2]>[Cl:1][C:2]1[CH:3]=[CH:4][C:5]([N:8]2[C:13](=[O:14])[C:12]3[CH:15]=[N:16][N:17]([C:18]4[CH:23]=[CH:22][CH:21]=[C:20]([S:24]([CH3:27])(=[O:26])=[O:25])[CH:19]=4)[C:11]=3[N:10]=[C:9]2[C:28]2[CH:29]=[CH:30][C:31]([C:44]3[N:49]=[CH:48][CH:47]=[CH:46][N:45]=3)=[CH:32][CH:33]=2)=[CH:6][CH:7]=1 |f:2.3.4,6.7.8.9|. Starting materials: BrC1=NC=CC=N1 (2-bromopyrimidine), C([O-])([O-])=O.[Cs+].[Cs+] (cesium carbonate), ClC1=CC=C(C=C1)N1C(=NC2=C(C1=O)C=NN2C2=CC(=CC=C2)S(=O)(=O)C)C2=CC=C(C=C2)B2OC(C(O2)(C)C)(C)C (5-(4-chloro-phenyl)-1-(3-methanesulfonyl-phenyl)-6-[4-(4,4,5,5-tetramethyl-[1,3,2]dioxaborolan-2-yl)-phenyl]-1,5-dihydro-pyrazolo[3,4-d]-pyrimidin-4-one). The reactants are ClC1=NSC(=N1)Cl (3,5-dichloro-1,2,4-thiadiazole), COC1=C(C=CC=C1)B(O)O (2-methoxyphenylboronic acid), C(=O)([O-])[O-].[K+].[K+] (K2CO3), CC#N (CH3CN). The reagents and catalysts are C=1C=CC(=CC1)[P](C=2C=CC=CC2)(C=3C=CC=CC3)[Pd]([P](C=4C=CC=CC4)(C=5C=CC=CC5)C=6C=CC=CC6)([P](C=7C=CC=CC7)(C=8C=CC=CC8)C=9C=CC=CC9)[P](C=1C=CC=CC1)(C=1C=CC=CC1)C=1C=CC=CC1 (Pd(PPh3)4). Run in O (water). Run at temperature 100 celsius. Product: ClC1=NSC(=N1)C1=C(C=CC=C1)OC (3-chloro-5-(2-methoxyphenyl)-1,2,4-thiadiazole). As a reaction SMILES: [Cl:1][C:2]1[N:6]=[C:5](Cl)[S:4][N:3]=1.[CH3:8][O:9][C:10]1[CH:15]=[CH:14][CH:13]=[CH:12][C:11]=1B(O)O.C([O-])([O-])=O.[K+].[K+].CC#N>O.C1C=CC([P]([Pd]([P](C2C=CC=CC=2)(C2C=CC=CC=2)C2C=CC=CC=2)([P](C2C=CC=CC=2)(C2C=CC=CC=2)C2C=CC=CC=2)[P](C2C=CC=CC=2)(C2C=CC=CC=2)C2C=CC=CC=2)(C2C=CC=CC=2)C2C=CC=CC=2)=CC=1>[Cl:1][C:2]1[N:6]=[C:5]([C:11]2[CH:12]=[CH:13][CH:14]=[CH:15][C:10]=2[O:9][CH3:8])[S:4][N:3]=1 |f:2.3.4,^1:32,34,53,72|. Procedure: A mixture of 3,5-dichloro-1,2,4-thiadiazole (0.14 g, 0.93 mmol), 2-methoxyphenylboronic acid (0.16 g, 1.0 mmol), Pd(PPh3)4 (11 mg, 9.3 mmol), K2CO3 (0.26 g, 1.9 mmol), and CH3CN (3 mL containing 10% H2O) was sealed in a microwave vessel and heated by microwave irradiation at 100° C. for three minutes. The reaction was cooled to room temperature, diluted with water, and extracted with CH2Cl2. The combined extracts were washed with water, dried over Na2SO4, and concentrated under reduced pressure ... Run at temperature 50 celsius, time 2 hour. Yields the product C(C)OC1=CC(=C(CN2N=C(C3=CC=CC=C23)C2=NC=C(C(=N2)NC2=CC=NC=C2)OCCS(=O)(=O)C)C(=C1)F)F (2-[1-(4-ethoxy-2,6-difluorobenzyl)-1H-indazol-3-yl]-5-[2-(methylsulfonyl)ethoxy]-N-(pyridin-4-yl)pyrimidin-4-amine). Solvent: O1CCCC1 (tetrahydrofuran). As a reaction SMILES: [CH2:1]([O:3][C:4]1[CH:38]=[C:37]([F:39])[C:7]([CH2:8][N:9]2[C:17]3[C:12](=[CH:13][CH:14]=[CH:15][CH:16]=3)[C:11]([C:18]3[N:23]=[C:22]([NH:24][C:25]4[CH:30]=[CH:29][N:28]=[CH:27][CH:26]=4)[C:21]([O:31][CH2:32][CH2:33][S:34]([CH3:36])=[O:35])=[CH:20][N:19]=3)=[N:10]2)=[C:6]([F:40])[CH:5]=1)[CH3:2].OO.CC[O:45]C(/N=N/C(OCC)=O)=O>O1CCCC1>[CH2:1]([O:3][C:4]1[CH:5]=[C:6]([F:40])[C:7]([CH2:8][N:9]2[C:17]3[C:12](=[CH:13][CH:14]=[CH:15][CH:16]=3)[C:11]([C:18]3[N:23]=[C:22]([NH:24][C:25]4[CH:26]=[CH:27][N:28]=[CH:29][CH:30]=4)[C:21]([O:31][CH2:32][CH2:33][S:34]([CH3:36])(=[O:45])=[O:35])=[CH:20][N:19]=3)=[N:10]2)=[C:37]([F:39])[CH:38]=1)[CH3:2]. Reported procedure: 100 mg of 2-[1-(4-ethoxy-2,6-difluorobenzyl)-1H-indazol-3-yl]-5-[2-(methylsulfinyl)ethoxy]-N-(pyridin-4-yl)pyrimidin-4-amine (36-1, 0.177 mmol, 1.0 eq.) were dissolved in 0.9 ml of anhydrous tetrahydrofuran. 0.09 ml of aqueous hydrogen peroxide (30%, 0.886 mmol, 5.0 eq.) and 37.0 mg Diethylazodicarboxylate were added. The reaction mixture was stirred at 50° C. for 2 h. A white precipitate was filtered off and purified by flash chromatography to yield 18.1 mg (0.03 mmol, 17.6%) of the analyticall... The reactants are OO (hydrogen peroxide), CCOC(=O)/N=N/C(=O)OCC (Diethylazodicarboxylate), C(C)OC1=CC(=C(CN2N=C(C3=CC=CC=C23)C2=NC=C(C(=N2)NC2=CC=NC=C2)OCCS(=O)C)C(=C1)F)F (2-[1-(4-ethoxy-2,6-difluorobenzyl)-1H-indazol-3-yl]-5-[2-(methylsulfinyl)ethoxy]-N-(pyridin-4-yl)pyrimidin-4-amine). Starting materials: [H-].[Na+] (Sodium hydride), ClC=1C=NC=C(C1NC1=CC(NC2=C(C(=CC=C12)OC)O)=O)Cl (4-(3,5-dichloropyridin-4-ylamino)-8-hydroxy-7-methoxyquinolin-2(1H)-one), BrCCCCCC(=O)OCC (ethyl 6-bromohexanoate). Solvent: CS(=O)C (DMSO). Reaction conditions: temperature 30 celsius, time 1 hour. Yields the product ClC=1C=NC=C(C1NC1=CC(NC2=C(C(=CC=C12)OC)OCCCCCC(=O)OCC)=O)Cl (ethyl 6-(4-(3,5-dichloropyridin-4-ylamino)-7-methoxy-2-oxo-1,2-dihydroquinolin-8-yloxy)hexanoate). Reaction SMILES: [H-].[Na+].[Cl:3][C:4]1[CH:5]=[N:6][CH:7]=[C:8]([Cl:25])[C:9]=1[NH:10][C:11]1[C:20]2[C:15](=[C:16]([OH:23])[C:17]([O:21][CH3:22])=[CH:18][CH:19]=2)[NH:14][C:13](=[O:24])[CH:12]=1.Br[CH2:27][CH2:28][CH2:29][CH2:30][CH2:31][C:32]([O:34][CH2:35][CH3:36])=[O:33]>CS(C)=O>[Cl:3][C:4]1[CH:5]=[N:6][CH:7]=[C:8]([Cl:25])[C:9]=1[NH:10][C:11]1[C:20]2[C:15](=[C:16]([O:23][CH2:27][CH2:28][CH2:29][CH2:30][CH2:31][C:32]([O:34][CH2:35][CH3:36])=[O:33])[C:17]([O:21][CH3:22])=[CH:18][CH:19]=2)[NH:14][C:13](=[O:24])[CH:12]=1 |f:0.1|. Reported procedure: Sodium hydride (54 mg, 1.35 mmol) was added to a solution of 4-(3,5-dichloropyridin-4-ylamino)-8-hydroxy-7-methoxyquinolin-2(1H)-one (380 mg, 1.08 mmol) and DMSO (20 ml) at rt under N2. After 1 h, ethyl 6-bromohexanoate (770 mg, 3.45 mmol) was added, and the mixture was heated at 30° C. for 5 h. The reaction was quenched with drops of water, poured into 0.5 M KH2PO4, and extracted with EtOAc (100 mL×3). The combined extracts were washed with water and then brine, dried, filtered, concentrated, a...